Dataset: the Open Reaction Database (ORD), a public repository of structured organic reaction records. Task: describe an organic reaction: reactants, conditions, products, and yield Reactants: nitro, FC1=C(OC2=C3C(=NC=C2)C=C(S3)C=3N(C(=CN3)CN3CCOCC3)C)C=CC(=C1)[N+](=O)[O-] (4-((2-(7-(2-fluoro-4-nitrophenoxy)thieno[3,2-b]pyridin-2-yl)-1-methyl-1H-imidazol-5-yl)methyl)morpholine), [Cl-].[NH4+] (ammonium chloride), C(C)O (ethanol). Reagents/catalysts: [Fe] (iron). The solvent is O (water). Reaction conditions: temperature 90 celsius. Yields the product FC=1C=C(N)C=CC1OC1=C2C(=NC=C1)C=C(S2)C=2N(C(=CN2)CN2CCOCC2)C (3-fluoro-4-(2-(1-methyl-5-(morpholinomethyl)-1H-imidazol-2-yl)thieno[3,2-b]pyridin-7-yloxy)aniline). The yield is 82.5%. As a reaction SMILES: [F:1][C:2]1[CH:30]=[C:29]([N+:31]([O-])=O)[CH:28]=[CH:27][C:3]=1[O:4][C:5]1[CH:10]=[CH:9][N:8]=[C:7]2[CH:11]=[C:12]([C:14]3[N:15]([CH3:26])[C:16]([CH2:19][N:20]4[CH2:25][CH2:24][O:23][CH2:22][CH2:21]4)=[CH:17][N:18]=3)[S:13][C:6]=12.[Cl-].[NH4+].C(O)C>[Fe].O>[F:1][C:2]1[CH:30]=[C:29]([CH:28]=[CH:27][C:3]=1[O:4][C:5]1[CH:10]=[CH:9][N:8]=[C:7]2[CH:11]=[C:12]([C:14]3[N:15]([CH3:26])[C:16]([CH2:19][N:20]4[CH2:25][CH2:24][O:23][CH2:22][CH2:21]4)=[CH:17][N:18]=3)[S:13][C:6]=12)[NH2:31] |f:1.2|. Procedure: A mixture of nitro compound 296 (907 mg, 1.932 mmol), iron powder (917 mg, 16.42 mmol) and ammonium chloride (89 mg, 1.661 mmol) in a solvent system ethanol (24.0 mL) and water (12.0 mL) was heated to 90° C. for 1 hr. The reaction mixture was filtered while hot and concentrated. The residue was purified by Biotage (MeOH.DCM, 0-20%, SNAP 25 g cartridge) to give title compound 297 (700 mg, 1.593 mmol, 82% yield) as a white solid. MS: 440 (MH+). The reactants are COc1ccc(C(=O)Cc2c(Cl)cncc2Cl)c2c(CC(=O)O)coc12, O=C(c1ncc[nH]1)c1ncc[nH]1, CC#N, NCc1ccccn1, O. Yields the product COc1ccc(C(=O)Cc2c(Cl)cncc2Cl)c2c(CC(=O)NCc3ccccn3)coc12. RXN SMILES: [C:1](=[O:2])([OH:3])[CH2:4][c:5]1[cH:6][o:7][c:8]2[c:9]1[c:10]([C:16]([CH2:17][c:18]1[c:19]([Cl:25])[cH:20][n:21][cH:22][c:23]1[Cl:24])=[O:26])[cH:11][cH:12][c:13]2[O:14][CH3:15].[C:27]([c:28]1[nH:29][cH:30][cH:31][n:32]1)([c:33]1[nH:34][cH:35][cH:36][n:37]1)=[O:38].[CH3:48][C:49]#[N:50].[NH2:39][CH2:40][c:41]1[n:42][cH:43][cH:44][cH:45][cH:46]1.[OH2:47]>>[C:1](=[O:2])([CH2:4][c:5]1[cH:6][o:7][c:8]2[c:9]1[c:10]([C:16]([CH2:17][c:18]1[c:19]([Cl:25])[cH:20][n:21][cH:22][c:23]1[Cl:24])=[O:26])[cH:11][cH:12][c:13]2[O:14][CH3:15])[NH:39][CH2:40][c:41]1[n:42][cH:43][cH:44][cH:45][cH:46]1. Reactants: O (Water), BrC=1C(=NC(=NC1)Cl)Cl (5-bromo-2,4-dichloropyrimidine), CC(C)(C)OC(=O)NCC1CCNCC1 (4-N-Boc-aminomethylpiperidine), CCN(C(C)C)C(C)C (DIEA). Run in CCOC(=O)C (EtOAc), CC#N (CH3CN). Reaction conditions: time 40 hour. Product: BrC=1C(=NC(=NC1)Cl)N1CCC(CC1)CNC(OC(C)(C)C)=O (tert-butyl (1-(5-bromo-2-chloropyrimidin-4-yl)piperidin-4-yl)methylcarbamate). Isolated yield 75.2%. RXN SMILES: [Br:1][C:2]1[C:3](Cl)=[N:4][C:5]([Cl:8])=[N:6][CH:7]=1.[CH3:10][C:11]([O:14][C:15]([NH:17][CH2:18][CH:19]1[CH2:24][CH2:23][NH:22][CH2:21][CH2:20]1)=[O:16])([CH3:13])[CH3:12].CCN(C(C)C)C(C)C.O>CC#N.CCOC(C)=O>[Br:1][C:2]1[C:3]([N:22]2[CH2:23][CH2:24][CH:19]([CH2:18][NH:17][C:15](=[O:16])[O:14][C:11]([CH3:12])([CH3:10])[CH3:13])[CH2:20][CH2:21]2)=[N:4][C:5]([Cl:8])=[N:6][CH:7]=1. Procedure: To a mixture of 5-bromo-2,4-dichloropyrimidine (0.256 mL, 2.00 mmol) and 4-N-Boc-aminomethylpiperidine (428 mg, 2.00 mmol) in CH3CN (5 mL), DIEA (0.700 mL, 4.02 mmol) was added. The mixture was stirred at room temperature for 40 h. Water and EtOAc were added. The organic phase was separated, washed with 1N HCl, then with 5% NaHCO3, dried over Na2SO4, concentrated in vacuo to give tert-butyl (1-(5-bromo-2-chloropyrimidin-4-yl)piperidin-4-yl)methylcarbamate (610 mg). Yields the product CN(c1ccc(OC(F)(F)F)cc1)c1nc(Cl)nc2ccccc12. Reactants: Clc1nc(Cl)c2ccccc2n1, CNc1ccc(OC(F)(F)F)cc1. Reaction SMILES: [Cl:1][c:2]1[n:3][c:4]2[cH:5][cH:6][cH:7][cH:8][c:9]2[c:10]([Cl:12])[n:11]1.[F:13][C:14]([O:15][c:16]1[cH:17][cH:18][c:19]([NH:20][CH3:21])[cH:22][cH:23]1)([F:24])[F:25]>>[Cl:1][c:2]1[n:3][c:4]2[cH:5][cH:6][cH:7][cH:8][c:9]2[c:10]([N:20]([c:19]2[cH:18][cH:17][c:16]([O:15][C:14]([F:13])([F:24])[F:25])[cH:23][cH:22]2)[CH3:21])[n:11]1. Reactants: Cl.FC(C=1C=CC(=NC1)OC1=CC=C(OC(C(=O)Cl)C)C=C1)(F)F (2-(4-(5-trifluoromethyl-2-pyridyloxy)phenoxy)propionic acid chloride hydrochloride), ClC1=C(OC2=CC=C(C=C2)O)C=CC(=C1)[N+](=O)[O-] (4-(2-chloro-4-nitrophenoxy)phenol). The product is FC(C=1C=CC(=NC1)OC1=CC=C(OC(C(=O)OC2=CC=C(C=C2)OC2=C(C=C(C=C2)[N+](=O)[O-])Cl)C)C=C1)(F)F (4-(2-chloro-4-nitrophenoxy)phenyl 2-(4-(5-trifluoromethyl-2-pyridyloxy)phenoxy)propionate). Reaction SMILES: Cl.[F:2][C:3]([F:24])([F:23])[C:4]1[CH:5]=[CH:6][C:7]([O:10][C:11]2[CH:22]=[CH:21][C:14]([O:15][CH:16]([CH3:20])[C:17](Cl)=[O:18])=[CH:13][CH:12]=2)=[N:8][CH:9]=1.[Cl:25][C:26]1[CH:39]=[C:38]([N+:40]([O-:42])=[O:41])[CH:37]=[CH:36][C:27]=1[O:28][C:29]1[CH:34]=[CH:33][C:32]([OH:35])=[CH:31][CH:30]=1>>[F:2][C:3]([F:24])([F:23])[C:4]1[CH:5]=[CH:6][C:7]([O:10][C:11]2[CH:22]=[CH:21][C:14]([O:15][CH:16]([CH3:20])[C:17]([O:35][C:32]3[CH:33]=[CH:34][C:29]([O:28][C:27]4[CH:36]=[CH:37][C:38]([N+:40]([O-:42])=[O:41])=[CH:39][C:26]=4[Cl:25])=[CH:30][CH:31]=3)=[O:18])=[CH:13][CH:12]=2)=[N:8][CH:9]=1 |f:0.1|. Procedure details: In Example 1-13, by using 2-(4-(5-trifluoromethyl-2-pyridyloxy)phenoxy)propionic acid chloride hydrochloride instead of 2-(4-(3-chloro-5-trifluoromethyl-2-pyridyloxy)phenoxy)propionic acid chloride hydrochloride, and 4-(2-chloro-4-nitrophenoxy)phenol instead of 4-(4-nitrophenoxy)phenol, 4-(2-chloro-4-nitrophenoxy)phenyl 2-(4-(5-trifluoromethyl-2-pyridyloxy)phenoxy)propionate was obtained. The reactants are CCC1CC(NS(=O)(=O)C2CC2)CC1Nc1c([N+](=O)[O-])cnc2c1ccn2S(=O)(=O)c1ccc(C)cc1, CCO, O, O, Cl[Sn]Cl. Yields the product CCC1CC(NS(=O)(=O)C2CC2)CC1Nc1c(N)cnc2c1ccn2S(=O)(=O)c1ccc(C)cc1. Reaction SMILES: [CH2:1]([CH3:2])[CH:3]1[CH2:4][CH:5]([NH:31][S:32](=[O:33])(=[O:34])[CH:35]2[CH2:36][CH2:37]2)[CH2:6][CH:7]1[NH:8][c:9]1[c:10]2[c:11]([n:12][cH:13][c:14]1[N+:15]([O-:16])=[O:17])[n:18]([S:21](=[O:22])(=[O:23])[c:24]1[cH:25][cH:26][c:27]([CH3:28])[cH:29][cH:30]1)[cH:19][cH:20]2.[CH3:43][CH2:44][OH:45].[OH2:38].[OH2:39].[Sn:40]([Cl:41])[Cl:42]>>[CH2:1]([CH3:2])[CH:3]1[CH2:4][CH:5]([NH:31][S:32](=[O:33])(=[O:34])[CH:35]2[CH2:36][CH2:37]2)[CH2:6][CH:7]1[NH:8][c:9]1[c:10]2[c:11]([n:12][cH:13][c:14]1[NH2:15])[n:18]([S:21](=[O:22])(=[O:23])[c:24]1[cH:25][cH:26][c:27]([CH3:28])[cH:29][cH:30]1)[cH:19][cH:20]2.